This data is from the Open Reaction Database (ORD), a public repository of structured organic reaction records. The task is: describe an organic reaction: reactants, conditions, products, and yield Solvent: [OH-].[NH4+] (ammonium hydroxide), [OH-].[NH4+] (ammonium hydroxide). Yields the product NC1=NNC(=N1)C1=CC=C(O1)C=1N=C(SC1)N=C(N)N (4-[5-(3-amino-1H-1,2,4-triazol-5-yl)furan-2-yl]-2-(diaminomethyleneamino)thiazole). The yield is 60.1%. Starting materials: S(=O)(=O)(O)O.NC(N)=NC=1SC=C(N1)C=1OC(=CC1)C(NNC(=N)N)=O (2-(diaminomethyleneamino)-4-(5-guanidinocarbamoylfuran-2-yl-)thiazole sulfate), O (water). Reaction SMILES: S(O)(O)(=O)=O.[NH2:6][C:7](=[N:9][C:10]1[S:11][CH:12]=[C:13]([C:15]2[O:16][C:17]([C:20](=O)[NH:21][NH:22][C:23]([NH2:25])=[NH:24])=[CH:18][CH:19]=2)[N:14]=1)[NH2:8].O>[OH-].[NH4+]>[NH2:24][C:23]1[N:25]=[C:20]([C:17]2[O:16][C:15]([C:13]3[N:14]=[C:10]([N:9]=[C:7]([NH2:8])[NH2:6])[S:11][CH:12]=3)=[CH:19][CH:18]=2)[NH:21][N:22]=1 |f:0.1,3.4|. Procedure details: A suspension of 2-(diaminomethyleneamino)-4-(5-guanidinocarbamoylfuran-2-yl-)thiazole sulfate (1.70 g) in concentrated ammonium hydroxide (17 ml) was refluxed with stirring. Additional ammonium hydroxide (8.5 ml) was added twice. After refluxing for 8 hours, water was added to the mixture and the resulting precipitate was collected by filtration, followed by recrystallization from aqueous N,N-dimethylformamide to afford 4-[5-(3-amino-1H-1,2,4-triazol-5-yl)furan-2-yl]-2-(diaminomethyleneamino)thi... Reactants: O=C1N2[C@H](C=3N(C4=C1C=CC=C4)C=NC3C=NO)CCC2 ((S)-11,12,13,13a-tetrahydro-9-oxo-9H-imidazo[1,5-a]pyrrolo[2,1-c][1,4]benzodiazepine-1-carboxaldehyde-1-oxime). Solvent: C(C)(=O)OC(C)=O (acetic acid anhydride). Yields the product O=C1N2[C@H](C=3N(C4=C1C=CC=C4)C=NC3C#N)CCC2 ((S)-11,12,13,13a-tetrahydro-9-oxo-9H-imidazo[1,5-a]pyrrolo[2,1-c][1,4]benzodiazepine-1-carbonitrile). Reaction SMILES: [O:1]=[C:2]1[C:8]2[CH:9]=[CH:10][CH:11]=[CH:12][C:7]=2[N:6]2[CH:13]=[N:14][C:15]([CH:16]=[N:17]O)=[C:5]2[C@@H:4]2[CH2:19][CH2:20][CH2:21][N:3]12>C(OC(=O)C)(=O)C>[O:1]=[C:2]1[C:8]2[CH:9]=[CH:10][CH:11]=[CH:12][C:7]=2[N:6]2[CH:13]=[N:14][C:15]([C:16]#[N:17])=[C:5]2[C@@H:4]2[CH2:19][CH2:20][CH2:21][N:3]12. Reported procedure: A solution of 5.24 g (18.5 mmol) of (S)-11,12,13,13a-tetrahydro-9-oxo-9H-imidazo[1,5-a]pyrrolo[2,1-c][1,4]benzodiazepine-1-carboxaldehyde-1-oxime in 50 ml of acetic acid anhydride is heated to boiling under reflux for 3 hours and subsequently evaporated in vacuo. The residue is taken up in chloroform, the solution is washed once with ca 30 ml of saturated sodium hydrogen carbonate solution and once with ca 30 ml of water, dried over magnesium sulphate and evaporated. After column chromatography ... The reactants are [BH4-], CCc1ccccc1, COC(=O)C1(C)CCOCC1, CC(=O)O, CCCCCCC, CCCCCC, Cc1cc(COc2ccc(S(C)(=O)=O)cc2)c2ccccc2n1, CC(C)[N-]C(C)C, [Li+], [Na+], C1CCOC1, O. Yields the product Cc1cc(COc2ccc(S(=O)(=O)CC(O)C3(C)CCOCC3)cc2)c2ccccc2n1. Reaction SMILES: [BH4-:47].[CH2:49]([c:50]1[cH:51][cH:52][cH:53][cH:54][cH:55]1)[CH3:56].[CH3:32][C:33]1([C:39](=[O:40])[O:41][CH3:42])[CH2:34][CH2:35][O:36][CH2:37][CH2:38]1.[CH3:43][C:44](=[O:45])[OH:46].[CH3:57][CH2:58][CH2:59][CH2:60][CH2:61][CH2:62][CH3:63].[CH3:64][CH2:65][CH2:66][CH2:67][CH2:68][CH3:69].[CH3:9][S:10](=[O:11])(=[O:12])[c:13]1[cH:14][cH:15][c:16]([O:17][CH2:18][c:19]2[cH:20][c:21]([CH3:29])[n:22][c:23]3[cH:24][cH:25][cH:26][cH:27][c:28]23)[cH:30][cH:31]1.[CH:1]([N-:2][CH:3]([CH3:4])[CH3:5])([CH3:6])[CH3:7].[Li+:8].[Na+:48].[O:70]1[CH2:71][CH2:72][CH2:73][CH2:74]1.[OH2:75]>>[CH2:9]([S:10](=[O:11])(=[O:12])[c:13]1[cH:14][cH:15][c:16]([O:17][CH2:18][c:19]2[cH:20][c:21]([CH3:29])[n:22][c:23]3[cH:24][cH:25][cH:26][cH:27][c:28]23)[cH:30][cH:31]1)[CH:39]([C:33]1([CH3:32])[CH2:34][CH2:35][O:36][CH2:37][CH2:38]1)[OH:40]. Reactants: C1(C(=C)CC(=O)O1)=O (itaconic anhydride), FC(CCO)(C(C(C(F)(F)F)(F)F)(F)F)F (3,3,4,4,5,5,6,6,6-nonafluorohexanol). Reagents/catalysts: C1(=CC=C(C=C1)S(=O)(=O)O)C (p-toluene sulfonic acid). Run in C1(=CC=CC=C1)C (toluene). Yields the product C(C(=C)CC(=O)OCCC(C(C(C(F)(F)F)(F)F)(F)F)(F)F)(=O)OCCC(C(C(C(F)(F)F)(F)F)(F)F)(F)F (Di(3,3,4,4,5,5,6,6,6-nonafluorohexyl) Itaconate). Yield: 68.7%. As a reaction SMILES: [C:1]1(=[O:8])[O:7][C:5](=[O:6])[CH2:4][C:2]1=[CH2:3].[F:9][C:10]([F:24])([C:14]([F:23])([F:22])[C:15]([F:21])([F:20])[C:16]([F:19])([F:18])[F:17])[CH2:11][CH2:12][OH:13]>C1(C)C=CC=CC=1.C1(C)C=CC(S(O)(=O)=O)=CC=1>[C:1]([O:7][CH2:12][CH2:11][C:10]([F:9])([F:24])[C:14]([F:22])([F:23])[C:15]([F:20])([F:21])[C:16]([F:19])([F:18])[F:17])(=[O:8])[C:2]([CH2:4][C:5]([O:13][CH2:12][CH2:11][C:10]([F:24])([F:9])[C:14]([F:22])([F:23])[C:15]([F:20])([F:21])[C:16]([F:17])([F:18])[F:19])=[O:6])=[CH2:3]. Reported procedure: 13.5 g (0.12 moles) of itaconic anhydride, 69.8 g (0.26 moles) of 3,3,4,4,5,5,6,6,6-nonafluorohexanol, and 1.14 g (6 millimoles) of p-toluene sulfonic acid first hydrate were heated and refluxed in 500 mL of toluene for 12 hours, while distilling off water which was generated therein. Then, the mixture was cooled to room temperature, to this ethyl acetate was added, and an organic phase was washed with 1 mol/L of sodium hydroxide aqueous solution and saturated sodium chloride aqueous solution to... The reactants are CN(C)C=O, [Cl-], COC(CCl)OC, [NH4+], O, Oc1cccc(S)c1. Product: COC(CSc1cccc(O)c1)OC. RXN SMILES: [CH3:19][N:20]([CH3:21])[CH:22]=[O:23].[Cl-:17].[Cl:9][CH2:10][CH:11]([O:12][CH3:13])[O:14][CH3:15].[NH4+:18].[OH2:16].[SH:1][c:2]1[cH:3][c:4]([OH:8])[cH:5][cH:6][cH:7]1>>[S:1]([c:2]1[cH:3][c:4]([OH:8])[cH:5][cH:6][cH:7]1)[CH2:10][CH:11]([O:12][CH3:13])[O:14][CH3:15]. Starting materials: CN1C(=NC=C1)CNCC=1N(C=CN1)C (1-(1-methyl-1H-imidazol-2-yl)-N-[(1-methyl-1H-imidazol-2-yl)methyl]methaneamine), C(C)OC(C1=CC=C(C=O)C=C1)OCC (4-(diethoxymethyl)benzaldehyde). The product is C(C)OC(C1=CC=C(C=C1)CN(CC=1N(C=CN1)C)CC=1N(C=CN1)C)OCC (1-[4-(diethoxymethyl)phenyl]-N,N-bis[(1-methyl-1H-imidazol-2-yl)methyl]methaneamine). RXN SMILES: [CH3:1][N:2]1[CH:6]=[CH:5][N:4]=[C:3]1[CH2:7][NH:8][CH2:9][C:10]1[N:11]([CH3:15])[CH:12]=[CH:13][N:14]=1.[CH2:16]([O:18][CH:19]([O:28][CH2:29][CH3:30])[C:20]1[CH:27]=[CH:26][C:23]([CH:24]=O)=[CH:22][CH:21]=1)[CH3:17]>>[CH2:29]([O:28][CH:19]([O:18][CH2:16][CH3:17])[C:20]1[CH:27]=[CH:26][C:23]([CH2:24][N:8]([CH2:7][C:3]2[N:2]([CH3:1])[CH:6]=[CH:5][N:4]=2)[CH2:9][C:10]2[N:11]([CH3:15])[CH:12]=[CH:13][N:14]=2)=[CH:22][CH:21]=1)[CH3:30]. Procedure details: The same procedure as in Example 3 was carried out, except that 1-(1-methyl-1H-imidazol-2-yl)-N-[(1-methyl-1H-imidazol-2-yl)methyl]methaneamine (International Publication WO 2007/058322 pamphlet, Example 58) was used in place of the compound obtained in Example 2, and 4-(diethoxymethyl)benzaldehyde (CAS Registry Number: 81172-89-6) was used in place of isobutylaldehyde in Example 3, the title compound having the following physical properties was obtained. Product: FC(CN=C(NC1=NC(=NC=C1)SCCCCNC(SC)=NC#N)N)(F)F (4-[2-(2,2,2-trifluoroethyl)guanidino]-2-[4-(3-cyano-2-methylisothioureido)butylthio]pyrimidine). Conditions: time 18 hour. Reactants: Dimethyl(cyanoimido)dithiocarbonate, FC(CN=C(NC1=NC(=NC=C1)SCCCCN)N)(F)F (4-[2-(2,2,2-trifluoroethyl)guanidino]-2-(4-aminobutylthio)pyrimidine). As a reaction SMILES: [F:1][C:2]([F:21])([F:20])[CH2:3][N:4]=[C:5]([NH2:19])[NH:6][C:7]1[CH:12]=[CH:11][N:10]=[C:9]([S:13][CH2:14][CH2:15][CH2:16][CH2:17][NH2:18])[N:8]=1>C(#N)C>[F:21][C:2]([F:1])([F:20])[CH2:3][N:4]=[C:5]([NH2:19])[NH:6][C:7]1[CH:12]=[CH:11][N:10]=[C:9]([S:13][CH2:14][CH2:15][CH2:16][CH2:17][NH:18][C:9](=[N:8][C:7]#[N:6])[S:13][CH3:14])[N:8]=1. Procedure details: Dimethyl(cyanoimido)dithiocarbonate (0.08 g.) was added to a solution of 4-[2-(2,2,2-trifluoroethyl)guanidino]-2-(4-aminobutylthio)pyrimidine (0.17 g.) in acetonitrile (2 ml.) and the solution left at room temperature for 18 hours and then evaporated to dryness to give 4-[2-(2,2,2-trifluoroethyl)guanidino]-2-[4-(3-cyano-2-methylisothioureido)butylthio]pyrimidine, characterised as the hydrogen maleate m.p. 181°-183°. The solvent is C(C)#N (acetonitrile). Starting materials: O=C1N(C(C2=CC=CC=C12)=O)[C@H]1[C@H](COC1)NC(OC(C)(C)C)=O (Tert-butyl ((3R,4S)-4-(1,3-dioxoisoindolin-2-yl)tetrahydrofuran-3-yl)carbamate), O.NN (Hydrazine monohydrate). The solvent is C(C)O (ethanol). Run at temperature 50 celsius, time 30 minute. The product is N[C@H]1[C@H](COC1)NC(OC(C)(C)C)=O (tert-butyl ((3R,4S)-4-aminotetrahydrofuran-3-yl)carbamate). RXN SMILES: O=C1C2C(=CC=CC=2)C(=O)[N:3]1[C@@H:12]1[CH2:16][O:15][CH2:14][C@@H:13]1[NH:17][C:18](=[O:24])[O:19][C:20]([CH3:23])([CH3:22])[CH3:21].O.NN>C(O)C>[NH2:3][C@@H:12]1[CH2:16][O:15][CH2:14][C@@H:13]1[NH:17][C:18](=[O:24])[O:19][C:20]([CH3:22])([CH3:21])[CH3:23] |f:1.2|. Procedure details: Tert-butyl ((3R,4S)-4-(1,3-dioxoisoindolin-2-yl)tetrahydrofuran-3-yl)carbamate (13.08 g, 39.4 mmol) was dissolved into ethanol (98 mL, 0.4 M)). Hydrazine monohydrate (1.97 g, 39.4 mmol) was added, and the reaction was stirred 30 minutes at 50° C. and then 2 hours at 75° C. The reaction was then cooled to room temperature and the white solid was removed by filtration. The filtrate was concentrated down and dried, then treated with ethanol (about 15 mL). Additional white solid was removed by filtr... Starting materials: C(CCC)C1=CNC2=CC=CC=C2C1=O (3-butyl-4- (1H) -quinolone), P(=O)(Cl)(Cl)Cl (phosphorous oxychloride), [OH-].[NH4+] (ammonium hydroxide). The solvent is O (water). Run at temperature 120 celsius. The product is C(CCC)C=1C=NC2=CC=CC=C2C1Cl (3-butyl-4-chloro quinoline). As a reaction SMILES: [CH2:1]([C:5]1[C:14](=O)[C:13]2[C:8](=[CH:9][CH:10]=[CH:11][CH:12]=2)[NH:7][CH:6]=1)[CH2:2][CH2:3][CH3:4].P(Cl)(Cl)([Cl:18])=O.[OH-].[NH4+]>O>[CH2:1]([C:5]1[CH:6]=[N:7][C:8]2[C:13]([C:14]=1[Cl:18])=[CH:12][CH:11]=[CH:10][CH:9]=2)[CH2:2][CH2:3][CH3:4] |f:2.3|. Reported procedure: A mixture of 515 mg of the product of Step E and 0.6 ml of phosphorous oxychloride was heated for 2 hours at 120° C. and the mixture was cooled. 10 ml of water were added and the solution was alkalized to pH 9 with concentrated ammonium hydroxide. Extraction was carried out twice with methylene chloride and the extracts were washed with a saturated solution of sodium chloride, dried and evaporated to dryness. The residue was dissolved in 30 ml of ethanol and treated for 15 minutes at reflux in t...